From a dataset of the Open Reaction Database (ORD), a public repository of structured organic reaction records. describe an organic reaction: reactants, conditions, products, and yield Product: NC1C(N([C@H](C=CC1)C1=CC=CC=C1)CC1CC1)=O ((7R)-3-amino-1-(cyclopropylmethyl)-7-phenyl-1,3,4,7-tetrahydro-2H-azepin-2-one), NC1C(N([C@@H](C=CC1)C1=CC=CC=C1)CC1CC1)=O ((7S)-3-amino-1-(cyclopropylmethyl)-7-phenyl-1,3,4,7-tetrahydro-2H-azepin-2-one). Procedure: To 2-[1-(cyclopropylmethyl)-2-oxo-7-phenyl-2,3,4,7-tetrahydro-1H-azepin-3-yl]-1H-isoindole-1,3(2H)-dione (4d) (126 mg) dissolved in MeOH (4 mL) was added hydrazine hydrate (0.033 mL) and the mixture was stirred overnight at RT. A white precipitate formed in solution. The reaction mixture was diluted with ether and the precipitate was filtered and washed with ether. The etheral filtrate was concentrated and the resulting residue dissolved in DCM. The DCM solution was washed with H2O and brine, dr... As a reaction SMILES: [CH:1]1([CH2:4][N:5]2[CH:11]([C:12]3[CH:17]=[CH:16][CH:15]=[CH:14][CH:13]=3)[CH:10]=[CH:9][CH2:8][CH:7]([N:18]3C(=O)C4C(=CC=CC=4)C3=O)[C:6]2=[O:29])[CH2:3][CH2:2]1.O.NN>CO.CCOCC>[NH2:18][CH:7]1[CH2:8][CH:9]=[CH:10][C@H:11]([C:12]2[CH:17]=[CH:16][CH:15]=[CH:14][CH:13]=2)[N:5]([CH2:4][CH:1]2[CH2:3][CH2:2]2)[C:6]1=[O:29].[NH2:18][CH:7]1[CH2:8][CH:9]=[CH:10][C@@H:11]([C:12]2[CH:17]=[CH:16][CH:15]=[CH:14][CH:13]=2)[N:5]([CH2:4][CH:1]2[CH2:3][CH2:2]2)[C:6]1=[O:29] |f:1.2|. Solvent: CCOCC (ether), CO (MeOH). Starting materials: C1(CC1)CN1C(C(CC=CC1C1=CC=CC=C1)N1C(C2=CC=CC=C2C1=O)=O)=O (2-[1-(cyclopropylmethyl)-2-oxo-7-phenyl-2,3,4,7-tetrahydro-1H-azepin-3-yl]-1H-isoindole-1,3(2H)-dione), O.NN (hydrazine hydrate). Reaction conditions: time 8 hour. The yield is 82.0%. Reactants: O1C(CCCC1)CC=O (tetrahydro-2H-pyran-2-ylacetaldehyde), [BH4-].[Na+] (sodium borohydride). Solvent: C(C)O (ethanol). Run at temperature 50 celsius. Yields the product O1C(CCCC1)CCO (2-(Tetrahydro-2H-pyran-2-yl)ethanol). Yield: 86.7%. As a reaction SMILES: [O:1]1[CH2:6][CH2:5][CH2:4][CH2:3][CH:2]1[CH2:7][CH:8]=[O:9].[BH4-].[Na+]>C(O)C>[O:1]1[CH2:6][CH2:5][CH2:4][CH2:3][CH:2]1[CH2:7][CH2:8][OH:9] |f:1.2|. Procedure details: To a stirred solution of tetrahydro-2H-pyran-2-ylacetaldehyde (528 mg) in ethanol (5 mL) was added sodium borohydride granules (156 mg). The mixture was heated at 50° C. for 2 h under nitrogen. After cooling, the solvent was evaporated and the residue treated with brine. The mixture was acidified by careful addition of 2N HCl and this mixture was extracted with DCM (×3). The combined organics were washed with brine, dried using a hydrophobic frit and evaporated to give the title compound as a cl... Reactants: CC(=O)OC(=O)C (Ac2O), BrC=1C=C(C=C(C1)C(F)(F)F)N (3-Bromo-5-(trifluoromethyl)phenylamine), O (H2O). Solvent: CC(=O)O (AcOH). Run at time 8 hour. Product: BrC=1C=C(C=C(C1)C(F)(F)F)NC(C)=O (N-(3-bromo-5-trifluoromethyl-phenyl)-acetamide). Reaction SMILES: [Br:1][C:2]1[CH:3]=[C:4]([NH2:12])[CH:5]=[C:6]([C:8]([F:11])([F:10])[F:9])[CH:7]=1.[CH3:13][C:14](OC(C)=O)=[O:15].O>CC(O)=O>[Br:1][C:2]1[CH:3]=[C:4]([NH:12][C:14](=[O:15])[CH3:13])[CH:5]=[C:6]([C:8]([F:10])([F:11])[F:9])[CH:7]=1. Procedure details: 3-Bromo-5-(trifluoromethyl)phenylamine (5 g, Alfa-Aesar) was dissolved in AcOH (140 ml) and Ac2O (5.9 ml, Aldrich) was added. The reaction was stirred at RT overnight. The mixture was added slowly to H2O (˜700 ml) forming a white precipitate. The solid was isolated by filtration, washed with H2O and dried under vacuum to yield N-(3-bromo-5-trifluoromethyl-phenyl)-acetamide. The reactants are [Br-], CCCC[N+](CCCC)(CCCC)CCCC, COc1ccc(C=O)cc1OC1CCCC1, Cl, [K+], O=[Mn](=O)(=O)[O-], O, c1ccncc1. Product: COc1ccc(C(=O)O)cc1OC1CCCC1. RXN SMILES: [Br-:24].[CH3:25][CH2:26][CH2:27][CH2:28][N+:29]([CH2:30][CH2:31][CH2:32][CH3:33])([CH2:34][CH2:35][CH2:36][CH3:37])[CH2:38][CH2:39][CH2:40][CH3:41].[CH:7]1([O:12][c:13]2[cH:14][c:15]([CH:16]=[O:17])[cH:18][cH:19][c:20]2[O:21][CH3:22])[CH2:8][CH2:9][CH2:10][CH2:11]1.[ClH:23].[K+:6].[Mn:1](=[O:2])([O-:3])(=[O:4])=[O:5].[OH2:42].[cH:43]1[cH:44][cH:45][n:46][cH:47][cH:48]1>>[OH:2][C:16]([c:15]1[cH:14][c:13]([O:12][CH:7]2[CH2:8][CH2:9][CH2:10][CH2:11]2)[c:20]([O:21][CH3:22])[cH:19][cH:18]1)=[O:17]. The reactants are COc1ccc(C2Sc3ccccc3N(CCN(C)C)C(=O)C2OC(C)=O)cc1, COc1cc(CCI)cc(OC)c1, CCOC(C)=O. Yields the product COc1ccc(C2Sc3ccccc3N(CC[N+](C)(C)CCc3cc(OC)cc(OC)c3)C(=O)C2OC(C)=O)cc1, [I-]. RXN SMILES: [CH3:1][O:2][c:3]1[cH:4][cH:5][c:6]([CH:9]2[S:10][c:11]3[cH:12][cH:13][cH:14][cH:15][c:16]3[N:17]([CH2:18][CH2:19][N:20]([CH3:21])[CH3:22])[C:23](=[O:24])[CH:25]2[O:26][C:27]([CH3:28])=[O:29])[cH:7][cH:8]1.[CH3:30][O:31][c:32]1[cH:33][c:34]([CH2:35][CH2:36][I:37])[cH:38][c:39]([O:41][CH3:42])[cH:40]1.[CH3:43][CH2:44][O:45][C:46]([CH3:47])=[O:48]>>[CH3:1][O:2][c:3]1[cH:4][cH:5][c:6]([CH:9]2[S:10][c:11]3[cH:12][cH:13][cH:14][cH:15][c:16]3[N:17]([CH2:18][CH2:19][N+:20]([CH3:21])([CH3:22])[CH2:36][CH2:35][c:34]3[cH:33][c:32]([O:31][CH3:30])[cH:40][c:39]([O:41][CH3:42])[cH:38]3)[C:23](=[O:24])[CH:25]2[O:26][C:27]([CH3:28])=[O:29])[cH:7][cH:8]1.[I-:37]. Starting materials: Cc1ccccc1C1CC(=O)c2c(C)n[nH]c2C1, CCO, Cl, Cl, N=C(N)NN, O. As a reaction SMILES: [CH3:1][c:2]1[n:3][nH:4][c:5]2[c:10]1[C:9](=[O:11])[CH2:8][CH:7]([c:12]1[c:13]([CH3:18])[cH:14][cH:15][cH:16][cH:17]1)[CH2:6]2.[CH3:27][CH2:28][OH:29].[ClH:19].[ClH:25].[NH2:20][NH:21][C:22](=[NH:23])[NH2:24].[OH2:26]>>[CH3:1][c:2]1[n:3][nH:4][c:5]2[c:10]1[C:9](=[N:20][NH:21][C:22](=[NH:23])[NH2:24])[CH2:8][CH:7]([c:12]1[c:13]([CH3:18])[cH:14][cH:15][cH:16][cH:17]1)[CH2:6]2.[ClH:19]. Yields the product Cc1ccccc1C1CC(=NNC(=N)N)c2c(C)n[nH]c2C1, Cl. Starting materials: O=C1CC(=O)C2(CCN(Cc3ccccc3)CC2)N1c1cccc(F)c1, CCc1ccccc1N, Cc1ccccc1, CCOC(C)=O. Yields the product CCc1ccccc1NC1=CC(=O)N(c2cccc(F)c2)C12CCN(Cc1ccccc1)CC2. Reaction SMILES: [CH2:1]([c:2]1[cH:3][cH:4][cH:5][cH:6][cH:7]1)[N:8]1[CH2:9][CH2:10][C:11]2([C:12](=[O:24])[CH2:13][C:14](=[O:23])[N:15]2[c:16]2[cH:17][c:18]([F:22])[cH:19][cH:20][cH:21]2)[CH2:25][CH2:26]1.[CH2:27]([CH3:28])[c:29]1[c:30]([NH2:31])[cH:32][cH:33][cH:34][cH:35]1.[CH3:36][c:37]1[cH:38][cH:39][cH:40][cH:41][cH:42]1.[CH3:43][CH2:44][O:45][C:46]([CH3:47])=[O:48]>>[CH2:1]([c:2]1[cH:3][cH:4][cH:5][cH:6][cH:7]1)[N:8]1[CH2:9][CH2:10][C:11]2([C:12]([NH:31][c:30]3[c:29]([CH2:27][CH3:28])[cH:35][cH:34][cH:33][cH:32]3)=[CH:13][C:14](=[O:23])[N:15]2[c:16]2[cH:17][c:18]([F:22])[cH:19][cH:20][cH:21]2)[CH2:25][CH2:26]1. Reactants: [Cl-].O[NH3+] (hydroxylammonium chloride), C(O)([O-])=O.[Na+] (sodium hydrogen carbonate), CS(=O)C (dimethyl sulfoxide), C(CCC)C=1N=C(N(C(C1CC1=CC=C(C=C1)C=1C(=CC=CC1)C#N)=O)CC1=NC=CN=C1)C (4′-{[4-butyl-2-methyl-6-oxo-1-(pyrazin-2-ylmethyl)-1,6-dihydropyrimidin-5-yl]methyl}biphenyl-2-carbonitrile). Solvent: C(C)(=O)OCC (ethyl acetate). Conditions: temperature 40 celsius, time 30 minute. The product is C(CCC)C1=C(C(N(C(=N1)C)CC1=NC=CN=C1)=O)CC1=CC=C(C=C1)C1=C(C=CC=C1)C1=NOC(N1)=O (6-butyl-2-methyl-5-{[2′-(5-oxo-4,5-dihydro-1,2,4-oxadiazol-3-yl)biphenyl-4-yl]methyl}-3-(pyrazin-2-ylmethyl)pyrimidin-4(3H)-one). Isolated yield 40.6%. As a reaction SMILES: [Cl-].O[NH3+:3].[C:4](=[O:7])([O-])[OH:5].[Na+].CS(C)=O.[CH2:13]([C:17]1[N:18]=[C:19]([CH3:46])[N:20]([CH2:39][C:40]2[CH:45]=[N:44][CH:43]=[CH:42][N:41]=2)[C:21](=[O:38])[C:22]=1[CH2:23][C:24]1[CH:29]=[CH:28][C:27]([C:30]2[C:31]([C:36]#[N:37])=[CH:32][CH:33]=[CH:34][CH:35]=2)=[CH:26][CH:25]=1)[CH2:14][CH2:15][CH3:16]>C(OCC)(=O)C>[CH2:13]([C:17]1[N:18]=[C:19]([CH3:46])[N:20]([CH2:39][C:40]2[CH:45]=[N:44][CH:43]=[CH:42][N:41]=2)[C:21](=[O:38])[C:22]=1[CH2:23][C:24]1[CH:25]=[CH:26][C:27]([C:30]2[CH:35]=[CH:34][CH:33]=[CH:32][C:31]=2[C:36]2[NH:3][C:4](=[O:7])[O:5][N:37]=2)=[CH:28][CH:29]=1)[CH2:14][CH2:15][CH3:16] |f:0.1,2.3|. Reported procedure: A mixture of hydroxylammonium chloride (2.1 g), sodium hydrogen carbonate (3.2 g) and dimethyl sulfoxide (15 mL) was stirred at 40° C. for 30 min, 4′-{[4-butyl-2-methyl-6-oxo-1-(pyrazin-2-ylmethyl)-1,6-dihydropyrimidin-5-yl]methyl}biphenyl-2-carbonitrile (0.87 g) was added, and the mixture was stirred at 90° C. for 16 hr. The reaction mixture was diluted with ethyl acetate, washed with water and then with saturated brine, and dried over anhydrous magnesium sulfate. The solvent was evaporated und... The reactants are O=C1CCN(Cc2ccccc2)CC1, CC(C)CI, CCCC[O-], [K], C1CCOC1. Yields the product CC(C)CC1CN(Cc2ccccc2)CCC1=O. RXN SMILES: [CH2:1]([c:2]1[cH:3][cH:4][cH:5][cH:6][cH:7]1)[N:8]1[CH2:9][CH2:10][C:11](=[O:14])[CH2:12][CH2:13]1.[CH2:21]([CH:22]([CH3:23])[CH3:24])[I:25].[CH3:16][CH2:17][CH2:18][CH2:19][O-:20].[K:15].[O:26]1[CH2:27][CH2:28][CH2:29][CH2:30]1>>[CH2:1]([c:2]1[cH:3][cH:4][cH:5][cH:6][cH:7]1)[N:8]1[CH2:9][CH:10]([CH2:21][CH:22]([CH3:23])[CH3:24])[C:11](=[O:14])[CH2:12][CH2:13]1.